This data is from the Open Reaction Database (ORD), a public repository of structured organic reaction records. The task is: describe an organic reaction: reactants, conditions, products, and yield Starting materials: C(C)(=O)[O-].[Na+] (sodium acetate), O=P(Cl)(Cl)Cl (POCl3), CN(C)C=O (DMF), C(CC)(=O)C1=CC=CC=C1 (propiophenone). Run in O (water). Conditions: time 1 hour. The product is ClC(=C(C=O)C)C1=CC=CC=C1 (3-chloro-2-methyl-3-phenyl-2-propenal). Reaction SMILES: O=P(Cl)(Cl)[Cl:3].CN([CH:9]=[O:10])C.[C:11]([C:15]1[CH:20]=[CH:19][CH:18]=[CH:17][CH:16]=1)(=O)[CH2:12][CH3:13].C([O-])(=O)C.[Na+]>O>[Cl:3][C:11]([C:15]1[CH:20]=[CH:19][CH:18]=[CH:17][CH:16]=1)=[C:12]([CH3:13])[CH:9]=[O:10] |f:3.4|. Procedure: 1.2 mol (110 mL) of POCl3 was added at 0° C. to a 2.8 mol (216 mL) of DMF (excess of DMF used as solvent). At the end of the addition, the mixture was allowed to warm to room temperature and stirred for 1 h. Then it was cooled again to 0° C. and treated with 1 mol (134 g) of propiophenone. The resulting reaction mixture was allowed to reach room temperature and stirred overnight. Then it was poured into a mixture of ice and water, added of sodium acetate and extracted with CHCl3 (3×150 mL). The ...